This data is from the Open Reaction Database (ORD), a public repository of structured organic reaction records. The task is: describe an organic reaction: reactants, conditions, products, and yield The product is OCC1CCN(c2nccc3ccccc23)CC1. Reactants: CC(C)(C)[O-], Clc1nccc2ccccc12, OCC1CCNCC1, [Na+], O=C(C=Cc1ccccc1)C=Cc1ccccc1, O=C(C=Cc1ccccc1)C=Cc1ccccc1, O=C(C=Cc1ccccc1)C=Cc1ccccc1, [Pd], [Pd], c1ccc(P(c2ccccc2)c2ccc3ccccc3c2-c2c(P(c3ccccc3)c3ccccc3)ccc3ccccc23)cc1. Reaction SMILES: [CH3:20][C:21]([CH3:22])([O-:23])[CH3:24].[Cl:1][c:2]1[n:3][cH:4][cH:5][c:6]2[cH:7][cH:8][cH:9][cH:10][c:11]12.[NH:12]1[CH2:13][CH2:14][CH:15]([CH2:18][OH:19])[CH2:16][CH2:17]1.[Na+:25].[O:110]=[C:111]([CH:112]=[CH:113][c:114]1[cH:115][cH:116][cH:117][cH:118][cH:119]1)[CH:120]=[CH:121][c:122]1[cH:123][cH:124][cH:125][cH:126][cH:127]1.[O:74]=[C:75]([CH:76]=[CH:77][c:78]1[cH:79][cH:80][cH:81][cH:82][cH:83]1)[CH:84]=[CH:85][c:86]1[cH:87][cH:88][cH:89][cH:90][cH:91]1.[O:92]=[C:93]([CH:94]=[CH:95][c:96]1[cH:97][cH:98][cH:99][cH:100][cH:101]1)[CH:102]=[CH:103][c:104]1[cH:105][cH:106][cH:107][cH:108][cH:109]1.[Pd:72].[Pd:73].[cH:26]1[cH:27][cH:28][c:29]([P:30]([c:31]2[cH:32][cH:33][c:34]3[c:35]([cH:36][cH:37][cH:38][cH:39]3)[c:40]2-[c:41]2[c:42]3[c:43]([cH:44][cH:45][cH:46][cH:47]3)[cH:48][cH:49][c:50]2[P:51]([c:52]2[cH:53][cH:54][cH:55][cH:56][cH:57]2)[c:58]2[cH:59][cH:60][cH:61][cH:62][cH:63]2)[c:64]2[cH:65][cH:66][cH:67][cH:68][cH:69]2)[cH:70][cH:71]1>>[c:2]1([N:12]2[CH2:13][CH2:14][CH:15]([CH2:18][OH:19])[CH2:16][CH2:17]2)[n:3][cH:4][cH:5][c:6]2[cH:7][cH:8][cH:9][cH:10][c:11]12.